This data is from the Open Reaction Database (ORD), a public repository of structured organic reaction records. The task is: describe an organic reaction: reactants, conditions, products, and yield Starting materials: COC=1C=C(C(=O)N(C)C2=C(C=C(C=C2)C)OCCCCCC(=O)OCC)C=CC1[N+](=O)[O-] (3-methoxy-4-nitro-N-[2-(5-ethoxycarbonylpent-1-yloxy)-4-methylphenyl]-N-methylbenzamide), [OH-].[Na+] (sodium hydroxide). The solvent is C(C)O (ethanol). Reaction conditions: time 6 hour. Yields the product COC=1C=C(C(=O)N(C)C2=C(C=C(C=C2)C)OCCCCCC(=O)O)C=CC1[N+](=O)[O-] (3-methoxy-4-nitro-N-[2-(5-carboxypent-1-yloxy)-4-methylphenyl]-N-methylbenzamide). The yield is 99.5%. As a reaction SMILES: [CH3:1][O:2][C:3]1[CH:4]=[C:5]([CH:28]=[CH:29][C:30]=1[N+:31]([O-:33])=[O:32])[C:6]([N:8]([C:10]1[CH:15]=[CH:14][C:13]([CH3:16])=[CH:12][C:11]=1[O:17][CH2:18][CH2:19][CH2:20][CH2:21][CH2:22][C:23]([O:25]CC)=[O:24])[CH3:9])=[O:7].[OH-].[Na+]>C(O)C>[CH3:1][O:2][C:3]1[CH:4]=[C:5]([CH:28]=[CH:29][C:30]=1[N+:31]([O-:33])=[O:32])[C:6]([N:8]([C:10]1[CH:15]=[CH:14][C:13]([CH3:16])=[CH:12][C:11]=1[O:17][CH2:18][CH2:19][CH2:20][CH2:21][CH2:22][C:23]([OH:25])=[O:24])[CH3:9])=[O:7] |f:1.2|. Procedure: A solution of 3-methoxy-4-nitro-N-[2-(5-ethoxycarbonylpent-1-yloxy)-4-methylphenyl]-N-methylbenzamide (7.6 g) in ethanol (76 ml) was treated with 1 N sodium hydroxide solution (33 ml) at ambient temperature and the mixture was stirred at the same temperature for 6 hours. The reaction was quenched by the dropwise addition of 1 N hydrochloric acid (35 ml). The mixture was concentrated and the residue was dissolved in a mixture of ethyl acetate and 1 N hydrochloric acid. The extracted organic layer... The reactants are NC1=C(C(=O)NC(C)CC)C=CC=C1 (2-Amino-N-sec-butylbenzamide), C(C)(CC)N (sec-butylamine), C1=2C(=O)OC(NC1=CC=CC2)=O (isatoic anhydride). Product: C(C)(CC)NC(C1=C(C=CC=C1)NCC=1NCCN1)=O (N-(sec-butyl)-2-[(4,5-dihydro-1H-imidazol-2-ylmethyl)amino]benzamide). RXN SMILES: [NH2:1][C:2]1[CH:14]=[CH:13][CH:12]=[CH:11][C:3]=1[C:4]([NH:6][CH:7]([CH2:9][CH3:10])[CH3:8])=[O:5].[CH:15]([NH2:19])([CH2:17]C)C.[C:20]12[C:26](=CC=CC=1)[NH:25]C(=O)OC2=O>>[CH:7]([NH:6][C:4](=[O:5])[C:3]1[CH:11]=[CH:12][CH:13]=[CH:14][C:2]=1[NH:1][CH2:17][C:15]1[NH:19][CH2:20][CH2:26][N:25]=1)([CH2:9][CH3:10])[CH3:8]. Reported procedure: 2-Amino-N-sec-butylbenzamide (prepared from sec-butylamine and isatoic anhydride, using the methods described in Example 17) and CMI were reacted using conditions described in the general procedure for CMI coupling to give N-(sec-butyl)-2-[(4,5-dihydro-1H-imidazol-2-ylmethyl)amino]benzamide. Starting materials: C(C)(=O)O (acetic acid), BrC=1C(NC(=CC1OCC1=C(C=C(C=C1)F)F)C)=O (3-bromo-4-[(2,4-difluorobenzyl)oxy]-6-methylpyridin-2(1H)-one), BrCC=1N=CC(=NC1)C(=O)OCC (ethyl 5-(bromomethyl)pyrazine-2-carboxylate), [H-].[Na+] (NaH). Solvent: C1CCOC1 (THF). Run at temperature 55 celsius. Yields the product CC=1N=CC(=NC1)C(=O)OCC (Ethyl 5-methylpyrazine-2-carboxylate). Yield: 90.3%. Reaction SMILES: BrC1C(=O)NC(C)=CC=1OCC1C=CC(F)=CC=1F.Br[CH2:21][C:22]1[N:23]=[CH:24][C:25]([C:28]([O:30][CH2:31][CH3:32])=[O:29])=[N:26][CH:27]=1.[H-].[Na+].C(O)(=O)C>C1COCC1>[CH3:21][C:22]1[N:23]=[CH:24][C:25]([C:28]([O:30][CH2:31][CH3:32])=[O:29])=[N:26][CH:27]=1 |f:2.3|. Procedure: To a mixture of 3-bromo-4-[(2,4-difluorobenzyl)oxy]-6-methylpyridin-2(1H)-one (6.0 g, 0.018 mol) and ethyl 5-(bromomethyl)pyrazine-2-carboxylate (4.9 g, 0.02 mol) in THF (50.0 mL) was added NaH (0.5 g) and heated at 55° C. under argon atmosphere for 3 h. The reaction mixture was cooled, added acetic acid (1.2 ml)and concentrated under reduced pressure. The residue was triturated with water and filtered the solid. It was washed with water, followed by ethanol and dried in vacuo to afford the titl... Reactants: CC(C)(C)OC(=O)NCC(=O)O, CC(N)CC(=O)OCc1ccccc1, CCCCCC, CCOC(C)=O. Product: CC(CC(=O)OCc1ccccc1)NC(=O)CNC(=O)OC(C)(C)C. RXN SMILES: [C:1]([CH3:2])([CH3:3])([CH3:4])[O:5][C:6](=[O:7])[NH:8][CH2:9][C:10](=[O:11])[OH:12].[CH2:13]([c:14]1[cH:15][cH:16][cH:17][cH:18][cH:19]1)[O:20][C:21]([CH2:22][CH:23]([NH2:24])[CH3:25])=[O:26].[CH3:27][CH2:28][CH2:29][CH2:30][CH2:31][CH3:32].[CH3:33][CH2:34][O:35][C:36]([CH3:37])=[O:38]>>[C:1]([CH3:2])([CH3:3])([CH3:4])[O:5][C:6](=[O:7])[NH:8][CH2:9][C:10](=[O:12])[NH:24][CH:23]([CH2:22][C:21]([O:20][CH2:13][c:14]1[cH:15][cH:16][cH:17][cH:18][cH:19]1)=[O:26])[CH3:25]. The reactants are C(C)(C)PC(C)C (di-iso-propylphosphine), CN(C)C[C-]1C(=CC=C1)CN(C)C.[CH-]1C=CC=C1.[Fe+2] (1,2-bis(dimethylaminomethyl)ferrocene). Run in C(C)(=O)O (acetic acid). Yields the product C(C)(C)P(C(C)C)C[C-]1C(=CC=C1)CP(C(C)C)C(C)C.[CH-]1C=CC=C1.[Fe+2] (1,2-bis(di-isopropylphosphinomethyl) ferrocene). As a reaction SMILES: [CH:1]([PH:4][CH:5]([CH3:7])[CH3:6])([CH3:3])[CH3:2].CN([CH2:11][C-:12]1[CH:16]=[CH:15][CH:14]=[C:13]1[CH2:17]N(C)C)C.[CH-:21]1[CH:25]=[CH:24][CH:23]=[CH:22]1.[Fe+2:26]>C(O)(=O)C>[CH:1]([P:4]([CH2:11][C-:12]1[CH:16]=[CH:15][CH:14]=[C:13]1[CH2:17][P:4]([CH:25]([CH3:24])[CH3:21])[CH:1]([CH3:3])[CH3:2])[CH:5]([CH3:7])[CH3:6])([CH3:3])[CH3:2].[CH-:21]1[CH:25]=[CH:24][CH:23]=[CH:22]1.[Fe+2:26] |f:1.2.3,5.6.7|. Procedure: The title compound was prepared in accordance with the procedure of Example 10 employing di-iso-propylphosphine (Digital Speciality Chemicals 392 mg, 3.33 mmol), 1,2-bis(dimethylaminomethyl)ferrocene (0.5 g, 1.66 mmol) and anhydrous acetic acid (100 ml). Yield 0.262 g. Reactants: ClC=1C(=C(SC1)N)C=1SC=CN1 (4-chloro-3-(thiazol-2-yl)thiophen-2-amine), O=C1N(C2=CC=CN=C2CC1)CC(=O)O (2-(2-oxo-3,4-dihydro-1,5-naphthyridin-1(2H)-yl)acetic acid). Yields the product ClC=1C(=C(SC1)NC(CN1C(CCC2=NC=CC=C12)=O)=O)C=1SC=CN1 (N-(4-chloro-3-(thiazol-2-yl)thiophen-2-yl)-2-(2-oxo-3,4-dihydro-1,5-naphthyridin-1(2H)-yl)acetamide). Yield: 1.3%. RXN SMILES: [Cl:1][C:2]1[C:3]([C:8]2[S:9][CH:10]=[CH:11][N:12]=2)=[C:4]([NH2:7])[S:5][CH:6]=1.[O:13]=[C:14]1[CH2:23][CH2:22][C:21]2[C:16](=[CH:17][CH:18]=[CH:19][N:20]=2)[N:15]1[CH2:24][C:25](O)=[O:26]>>[Cl:1][C:2]1[C:3]([C:8]2[S:9][CH:10]=[CH:11][N:12]=2)=[C:4]([NH:7][C:25](=[O:26])[CH2:24][N:15]2[C:16]3[C:21](=[N:20][CH:19]=[CH:18][CH:17]=3)[CH2:22][CH2:23][C:14]2=[O:13])[S:5][CH:6]=1. Reported procedure: The title compound was prepared from 4-chloro-3-(thiazol-2-yl)thiophen-2-amine (0.4 mmol) and 2-(2-oxo-3,4-dihydro-1,5-naphthyridin-1(2H)-yl)acetic acid (165 mg, 0.8 mmol) according to protocol A. The crude product was purified by column chromatography (4% methanol/methylene chloride) and HPLC to afford N-(4-chloro-3-(thiazol-2-yl)thiophen-2-yl)-2-(2-oxo-3,4-dihydro-1,5-naphthyridin-1(2H)-yl)acetamide (2.1 mg) as a white solid. LCMS m/z of 405.1/407.1 and retention of 3.670 min using the [7] LCM... The reactants are O=C(n1ccnc1)n1ccnc1, CCOC(=O)C(C)C(=O)O, O=C(O)CC(=O)OCc1ccccc1, [Mg]. Yields the product CCOC(=O)C(C)C(=O)CC(=O)OCc1ccccc1. Reaction SMILES: [C:11]([n:12]1[cH:13][cH:14][n:15][cH:16]1)([n:17]1[cH:18][cH:19][n:20][cH:21]1)=[O:22].[C:1](=[O:2])([OH:3])[CH:4]([C:5](=[O:6])[O:7][CH2:8][CH3:9])[CH3:10].[CH2:24]([c:25]1[cH:26][cH:27][cH:28][cH:29][cH:30]1)[O:31][C:32]([CH2:33][C:34]([OH:35])=[O:36])=[O:37].[Mg:23]>>[C:1](=[O:3])([CH:4]([C:5](=[O:6])[O:7][CH2:8][CH3:9])[CH3:10])[CH2:33][C:32]([O:31][CH2:24][c:25]1[cH:26][cH:27][cH:28][cH:29][cH:30]1)=[O:37]. Solvent: C(C)(=O)OCC.CCCCCC (ethyl acetate hexane). Reactants: C(C)C1=NC(=C(C(=C1CO)C1=CC=CC=C1)C=CCCC)CC (2,6-Diethyl-3-hydroxymethyl-4-phenyl-5-(1-pentenyl)pyridine). Yields the product C(C)C1=NC(=C(C(=C1CO)C1=CC=CC=C1)CCCCC)CC (2,6-Diethyl-3-hydroxymethyl-4-phenyl-5-pentylpyridine). Reaction SMILES: [CH2:1]([C:3]1[C:8]([CH2:9][OH:10])=[C:7]([C:11]2[CH:16]=[CH:15][CH:14]=[CH:13][CH:12]=2)[C:6]([CH:17]=[CH:18][CH2:19][CH2:20][CH3:21])=[C:5]([CH2:22][CH3:23])[N:4]=1)[CH3:2]>C(OCC)(=O)C.CCCCCC>[CH2:1]([C:3]1[C:8]([CH2:9][OH:10])=[C:7]([C:11]2[CH:12]=[CH:13][CH:14]=[CH:15][CH:16]=2)[C:6]([CH2:17][CH2:18][CH2:19][CH2:20][CH3:21])=[C:5]([CH2:22][CH3:23])[N:4]=1)[CH3:2] |f:1.2|. Reported procedure: The title compound was prepared from 2,6-diethyl-3-hydroxymethyl-4-phenyl-5-(1-pentenyl)pyridine (Example 6) according to the procedure described in Example 1, Step H. 1H NMR (300 MHz, CDCl3): δ7.42 (m, 3 H), 7.18 (m, 2 H), 4.34 (d, J=6 Hz, 2 H), 2.96 (q, J=7.7 Hz, 2 H), 2.84 (q, J=7.7 Hz, 2 H), 2.28 (m, 2 H), 1.34 (m, 9 H), 1.09 (m, 4 H), 0.76 (t, J=7 Hz, 3 H). FAB-MS: calculated for (C21H29NO) 311, found 312 (M+H). mp 76-77C. Rf=0.5 (50% ethyl acetate/hexane).